The task is: describe an organic reaction: reactants, conditions, products, and yield. This data is from the Open Reaction Database (ORD), a public repository of structured organic reaction records. Reactants: 4, 7-dichloro-3-(4,6-dimethoxy-2-pyrimidnyl)-3-hexanoyloxyphthalide, ClC1=CC=CC(=C1C(=O)O)SC1=NC(=CC(=N1)OC)OC (6-chloro-2-[(4,6-dimethoxy-2-pyrimidinyl)thio]benzoic acid), COC1=NC(=NC(=C1)OC)C(=O)C=1C(=NC=CC1)C(=O)N(C)C (3-[(4,6-dimethoxy-2-pyrimidinyl)carbonyl]-N,N-dimethyl-2-pyridine carboxamide), ClC=1C(=C(C(=O)O)C(=CC1)Cl)C(=O)C1=NC(=CC(=N1)OC)OC (3,6-dichloro-2-[(4, 6-dimethoxy-2-pyrimidinyl)carbonyl]benzoic acid). The product is COC1=NC(=NC(=C1)OC)C(C=1C(=NC=CC1)C(=O)NC)O (3-[(4,6-dimethoxy-2-pyrimidinyl)hydroxymethyl]-N-methyl-2-pyridine carboxamide). RXN SMILES: [CH3:1][O:2][C:3]1[CH:8]=[C:7]([O:9][CH3:10])[N:6]=[C:5]([C:11]([C:13]2[C:14]([C:19]([N:21](C)[CH3:22])=[O:20])=[N:15][CH:16]=[CH:17][CH:18]=2)=[O:12])[N:4]=1.ClC1C(C(C2N=C(OC)C=C(OC)N=2)=O)=C(C(Cl)=CC=1)C(O)=O.ClC1C(C(O)=O)=C(SC2N=C(OC)C=C(OC)N=2)C=CC=1>>[CH3:10][O:9][C:7]1[CH:8]=[C:3]([O:2][CH3:1])[N:4]=[C:5]([CH:11]([OH:12])[C:13]2[C:14]([C:19]([NH:21][CH3:22])=[O:20])=[N:15][CH:16]=[CH:17][CH:18]=2)[N:6]=1. Procedure details: 4, 7-dichloro-3-(4,6-dimethoxy-2-pyrimidnyl)-3-hexanoyloxyphthalide; 3-[(4,6-dimethoxy-2-pyrimidinyl)carbonyl]-N,N-dimethyl-2-pyridine carboxamide; 3,6-dichloro-2-[(4, 6-dimethoxy-2-pyrimidinyl)carbonyl]benzoic acid; 6-chloro-2-[(4,6-dimethoxy-2-pyrimidinyl)thio]benzoic acid (a.k.a. DPX-PE350 or pyrithiobac) and salts thereof. The reactants are N1CCOCC1 (morpholine), cupric acetate, C=1(O)C(O)=CC=CC1 (Pyrocatechol). The solvent is CO (methanol). Yields the product O1CCN(CC1)C1=CC(C(C=C1N1CCOCC1)=O)=O (4,5-dimorpholino-o-benzoquinone). RXN SMILES: [C:1]1([C:3](=[CH:5][CH:6]=[CH:7][CH:8]=1)[OH:4])[OH:2].[NH:9]1[CH2:14][CH2:13][O:12][CH2:11][CH2:10]1>CO>[O:12]1[CH2:13][CH2:14][N:9]([C:6]2[C:7]([N:9]3[CH2:14][CH2:13][O:12][CH2:11][CH2:10]3)=[CH:8][C:1](=[O:2])[C:3](=[O:4])[CH:5]=2)[CH2:10][CH2:11]1. Procedure: Pyrocatechol (99.0 g; 0.9 mole) was dissolved in methanol (2.5 l), then morpholine (360 ml; 4.1 mole) and cupric acetate (9.0 g) were added. Air was bubbled through the reaction solution for about 9 hours. The mixture was cooled and filtered; the solid was washed with methanol (1.5 l) and air dried. The yield was 150.3 g (60%).